This data is from the Open Reaction Database (ORD), a public repository of structured organic reaction records. The task is: describe an organic reaction: reactants, conditions, products, and yield The reactants are C(C)N=C=O (Ethyl isocyanate), CC(C)(C)C1=C(C(=CC(=C1)C(C1=CC=CC=C1)NO)C(C)(C)C)O (2,6-bis(1,1-dimethylethyl)-4-[(hydroxyamino) phenylmethyl]phenol). Run in C1(=CC=CC=C1)C (toluene). Conditions: time 30 minute. Yields the product CC(C)(C)C=1C=C(C=C(C1O)C(C)(C)C)C(N(C(=O)NCC)O)C1=CC=CC=C1 (N-[[3,5-Bis(1,1-dimethylethyl)-4-hydroxyphenyl]-phenylmethyl]-N'-ethyl-N-hydroxyurea). As a reaction SMILES: [CH2:1]([N:3]=[C:4]=[O:5])[CH3:2].[CH3:6][C:7]([C:10]1[CH:15]=[C:14]([CH:16]([NH:23][OH:24])[C:17]2[CH:22]=[CH:21][CH:20]=[CH:19][CH:18]=2)[CH:13]=[C:12]([C:25]([CH3:28])([CH3:27])[CH3:26])[C:11]=1[OH:29])([CH3:9])[CH3:8]>C1(C)C=CC=CC=1>[CH3:26][C:25]([C:12]1[CH:13]=[C:14]([CH:16]([C:17]2[CH:22]=[CH:21][CH:20]=[CH:19][CH:18]=2)[N:23]([OH:24])[C:4]([NH:3][CH2:1][CH3:2])=[O:5])[CH:15]=[C:10]([C:7]([CH3:6])([CH3:8])[CH3:9])[C:11]=1[OH:29])([CH3:28])[CH3:27]. Reported procedure: Ethyl isocyanate (0.404 g, 0.0057 mole) is added to a solution of 1.64 g (0.005 mole) of 2,6-bis(1,1-dimethylethyl)-4-[(hydroxyamino) phenylmethyl]phenol in 50 mL toluene. After stirring at room temperature for 30 minutes the reaction mixture is concentrated to half its volume (rotary evaporator) and diluted with n-hexane. The solid is filtered off, washed with n-hexane, and recrystallized from Et2O-cyclohexane to give white crystals, 1.35 g (68%), m.p. 158°-159.5° C. The reactants are [N+](=O)([O-])C1=C(N)C=CC(=C1)SCC(F)(F)F (2-nitro-4-(2,2,2-trifluoroethylthio) aniline), ferrous sulfate, CO (methanol), ferrous sulfate. Reagents/catalysts: [Fe] (iron), [Fe] (iron). Run in O (water). Run at time 2 hour. Yields the product NC1=C(C=C(C=C1)SCC(F)(F)F)N (1,2-Diamino-4-(2,2,2-trifluoroethylthio) benzene). As a reaction SMILES: [N+:1]([C:4]1[CH:10]=[C:9]([S:11][CH2:12][C:13]([F:16])([F:15])[F:14])[CH:8]=[CH:7][C:5]=1[NH2:6])([O-])=O.CO>[Fe].O>[NH2:6][C:5]1[CH:7]=[CH:8][C:9]([S:11][CH2:12][C:13]([F:16])([F:14])[F:15])=[CH:10][C:4]=1[NH2:1]. Reported procedure: 4.1 G. of 2-nitro-4-(2,2,2-trifluoroethylthio) aniline in 60 ml. of methanol and 12 ml. of water is treated with 1.25 g. of ferrous sulfate and 3.3. g. of iron powder at reflux. After 2 hours, 1.25 g. of ferrous sulfate and 3.3 g. of iron powder are added and heating is continued for 4 hours. The mixture is poured into 600 ml. of hot tetrahydrofuran and filtered. 1,2-Diamino-4-(2,2,2-trifluoroethylthio) benzene is obtained from the filtrate by evaporation. Starting materials: CCNc1cc(-c2ccc(F)cc2)ccc1C, COC(=O)c1cc(Cl)ccc1NC(=O)CSCC(=O)O. Product: CCN(C(=O)CSCC(=O)Nc1ccc(Cl)cc1C(=O)OC)c1cc(-c2ccc(F)cc2)ccc1C. Reaction SMILES: [CH2:1]([CH3:2])[NH:3][c:4]1[cH:5][c:6](-[c:11]2[cH:12][cH:13][c:14]([F:17])[cH:15][cH:16]2)[cH:7][cH:8][c:9]1[CH3:10].[Cl:18][c:19]1[cH:20][c:21]([C:34](=[O:35])[O:36][CH3:37])[c:22]([NH:25][C:26]([CH2:27][S:28][CH2:29][C:30](=[O:31])[OH:32])=[O:33])[cH:23][cH:24]1>>[CH2:1]([CH3:2])[N:3]([c:4]1[cH:5][c:6](-[c:11]2[cH:12][cH:13][c:14]([F:17])[cH:15][cH:16]2)[cH:7][cH:8][c:9]1[CH3:10])[C:30]([CH2:29][S:28][CH2:27][C:26]([NH:25][c:22]1[c:21]([C:34](=[O:35])[O:36][CH3:37])[cH:20][c:19]([Cl:18])[cH:24][cH:23]1)=[O:33])=[O:32]. Starting materials: CC=1C=CC(=CC1)S(=O)(=O)O.O (p-TsOH.H2O), C(CCCCCCC)C1=CC2=C(N=C(S2)N)C=C1 (6-octylbenzo[d]thiazol-2-amine), [K+].[Br-] (KBr), N(=O)[O-].[Na+] (NaNO2). Solvent: CC#N (MeCN), O (H2O). Conditions: temperature 12.5 celsius, time 1 hour. Yields the product BrC=1SC2=C(N1)C=CC(=C2)CCCCCCCC (2-bromo-6-octylbenzo[d]thiazole). Isolated yield 80.7%. Reaction SMILES: CC1C=CC(S(O)(=O)=O)=CC=1.O.[CH2:13]([C:21]1[CH:30]=[CH:29][C:24]2[N:25]=[C:26](N)[S:27][C:23]=2[CH:22]=1)[CH2:14][CH2:15][CH2:16][CH2:17][CH2:18][CH2:19][CH3:20].N([O-])=O.[Na+].[K+].[Br-:36]>CC#N.O>[Br:36][C:26]1[S:27][C:23]2[CH:22]=[C:21]([CH2:13][CH2:14][CH2:15][CH2:16][CH2:17][CH2:18][CH2:19][CH3:20])[CH:30]=[CH:29][C:24]=2[N:25]=1 |f:0.1,3.4,5.6|. Procedure details: To a solution of p-TsOH.H2O (108 mg, 0.57 mmol) in MeCN (2 mL) was added compound 6-octylbenzo[d]thiazol-2-amine (50 mg, 0.19 mmol). The resulting suspension was cooled to 10-15° C. and to this was added, gradually, a solution of NaNO2 (26 mg, 0.38 mmol) and KBr (56 mg, 0.48 mmol) in H2O (0.5 mL). The mixture was then stirred at r.t. for 1 h. Then the mixture was extracted with EtOAc and purified by silica gel chromatography using PE to give product the title compound (50 mg, 82%). 1H NMR (300 M...